From a dataset of the Open Reaction Database (ORD), a public repository of structured organic reaction records. describe an organic reaction: reactants, conditions, products, and yield Starting materials: solution, CS(=O)C (DMSO), C(C)(=O)O[C@@H]1C[C@H]([C@H](C1CCCCCCCCC(=O)OC(C)C)CO)OC1OCCCC1 (Isopropyl 9-[5(R)-(acetoxy)-2(R)-(hydroxymethyl)-3(R)-(tetrahydropyranyloxy)cyclopentyl]nonanoate), C(C(=O)Cl)(=O)Cl (oxalyl chloride). The solvent is ClCCl (dichloromethane), C(C)N(CC)CC (triethylamine), ClCCl (dichloromethane). Yields the product C(C)(=O)O[C@@H]1C[C@H]([C@@H](C1CCCCCCCCC(=O)OC(C)C)C=O)OC1OCCCC1 (Isopropyl 9-[5(R)-(acetoxy)-2(R)-formyl-3(R)-(tetrahydropyranyloxy) cyclopentyl]nonanoate). RXN SMILES: [C:1]([O:4][C@H:5]1[CH:9]([CH2:10][CH2:11][CH2:12][CH2:13][CH2:14][CH2:15][CH2:16][CH2:17][C:18]([O:20][CH:21]([CH3:23])[CH3:22])=[O:19])[C@H:8]([CH2:24][OH:25])[C@H:7]([O:26][CH:27]2[CH2:32][CH2:31][CH2:30][CH2:29][O:28]2)[CH2:6]1)(=[O:3])[CH3:2].C(Cl)(=O)C(Cl)=O.CS(C)=O>ClCCl.C(N(CC)CC)C>[C:1]([O:4][C@H:5]1[CH:9]([CH2:10][CH2:11][CH2:12][CH2:13][CH2:14][CH2:15][CH2:16][CH2:17][C:18]([O:20][CH:21]([CH3:22])[CH3:23])=[O:19])[C@@H:8]([CH:24]=[O:25])[C@H:7]([O:26][CH:27]2[CH2:32][CH2:31][CH2:30][CH2:29][O:28]2)[CH2:6]1)(=[O:3])[CH3:2]. Reported procedure: A solution (10 ml) of the compound (13-4) (3.18 g) in dichloromethane was subjected to Swan oxydation using oxalyl chloride (2M, CH2Cl2 solution, 8.78 ml), a solution (20 ml) of DMSO (2.49 ml) in dichloromethane and triethylamine (5.87 ml). The crude product obtained by the conventional treatment was purified by silica gel chromatography (n-hexane/ethyl acetate=7/3) to give the titled compound (13-5).